From a dataset of the Open Reaction Database (ORD), a public repository of structured organic reaction records. describe an organic reaction: reactants, conditions, products, and yield The product is ether-petroleum ether, ClC=1C(=CC2=C(C(=NO2)C2=C(C=CC=C2)F)C1)OCC(=O)OCC (ethyl {[5-chloro-3-(2-fluorophenyl)-1,2-benzisoxazol-6-yl]oxy}acetate). Reported procedure: A solution of 5-chloro-3-(2-fluorophenyl)-6-hydroxy-1,2-benzisoxazole (14.8 g) in DMF (40 ml) is added dropwise to room temperature to a suspension of sodium hydride (3.0 g) in DMF (40 ml) and the mixture is stirred at room temperature for one half hour. A solution of ethyl bromoacetate (10.31 g) in DMF (40 ml) is then added dropwise and the mixture stirred 18 hours at room temperature. An additional 0.3 g of NaH suspended in DMF is added, followed by 1 g of ethyl bromoacetate. The mixture is wa... Reactants: ClC=1C(=CC2=C(C(=NO2)C2=C(C=CC=C2)F)C1)O (5-chloro-3-(2-fluorophenyl)-6-hydroxy-1,2-benzisoxazole), [H-].[Na+] (sodium hydride), [H-].[Na+] (NaH), ice water, BrCC(=O)OCC (ethyl bromoacetate), BrCC(=O)OCC (ethyl bromoacetate). Solvent: CN(C)C=O (DMF), CN(C)C=O (DMF), CN(C)C=O (DMF), CN(C)C=O (DMF). Reaction SMILES: [Cl:1][C:2]1[C:3]([OH:18])=[CH:4][C:5]2[O:9][N:8]=[C:7]([C:10]3[CH:15]=[CH:14][CH:13]=[CH:12][C:11]=3[F:16])[C:6]=2[CH:17]=1.[H-].[Na+].Br[CH2:22][C:23]([O:25][CH2:26][CH3:27])=[O:24]>CN(C=O)C>[Cl:1][C:2]1[C:3]([O:18][CH2:22][C:23]([O:25][CH2:26][CH3:27])=[O:24])=[CH:4][C:5]2[O:9][N:8]=[C:7]([C:10]3[CH:15]=[CH:14][CH:13]=[CH:12][C:11]=3[F:16])[C:6]=2[CH:17]=1 |f:1.2|. The reactants are C1(CCCCC1)N=C=NC1CCCCC1 (dicyclohexylcarbodiimide), C(C1=CC=CC=C1)OC(=O)N1[C@H](C(=O)O)CC(C1)OCOC (1-benzyloxycarbonyl-4-methoxymethoxy-L-proline), C1(CCCCC1)CN (cyclohexylmethylamine), ON1C(CCC1=O)=O (N-hydroxysuccinimide). Solvent: O1CCOCC1 (dioxane). Conditions: temperature 60 celsius, time 2 hour. Product: C(C1=CC=CC=C1)OC(=O)N1[C@H](C(=O)NCC2CCCCC2)CC(C1)OCOC (N-(1-benzyloxycarbonyl-4-methoxymethoxy-L-prolyl)-N-cyclohexylmethylamine). RXN SMILES: C1(N=C=NC2CCCCC2)CCCCC1.[CH2:16]([O:23][C:24]([N:26]1[CH2:33][CH:32]([O:34][CH2:35][O:36][CH3:37])[CH2:31][C@H:27]1[C:28]([OH:30])=O)=[O:25])[C:17]1[CH:22]=[CH:21][CH:20]=[CH:19][CH:18]=1.[CH:38]1([CH2:44][NH2:45])[CH2:43][CH2:42][CH2:41][CH2:40][CH2:39]1.ON1C(=O)CCC1=O>O1CCOCC1>[CH2:16]([O:23][C:24]([N:26]1[CH2:33][CH:32]([O:34][CH2:35][O:36][CH3:37])[CH2:31][C@H:27]1[C:28]([NH:45][CH2:44][CH:38]1[CH2:43][CH2:42][CH2:41][CH2:40][CH2:39]1)=[O:30])=[O:25])[C:17]1[CH:18]=[CH:19][CH:20]=[CH:21][CH:22]=1. Procedure details: 13.4 g of dicyclohexylcarbodiimide was added, at room temperature, to a solution of 19.3 g of 1-benzyloxycarbonyl-4-methoxymethoxy-L-proline, 8.5 ml of cyclohexylmethylamine and 7.5 g of N-hydroxysuccinimide in 200 ml of dioxane. The mixture was stirred at the same temperature for 2 hours, then heated at 60° C. for 1 hour, and allowed to cool, followed by filtration. The solvent in the filtrate was removed by filtration. The resulting residue was purified by a silica gel column chromatography (e...